Dataset: the Open Reaction Database (ORD), a public repository of structured organic reaction records. Task: describe an organic reaction: reactants, conditions, products, and yield Yield: 58.0%. The solvent is CC(=O)C (Acetone). RXN SMILES: [CH3:1][O:2][C:3]1[CH:8]=[C:7]([CH2:9][O:10][CH3:11])[CH:6]=[C:5]([O:12][CH3:13])[C:4]=1[C:14]1[N:15]([NH:20][C:21](=[O:28])[CH2:22][C:23]([O:25][CH2:26][CH3:27])=[O:24])[C:16](=S)[S:17][CH:18]=1.IC>CC(C)=O>[CH3:1][O:2][C:3]1[CH:8]=[C:7]([CH2:9][O:10][CH3:11])[CH:6]=[C:5]([O:12][CH3:13])[C:4]=1[C:14]1[N:15]2[N:20]=[C:21]([OH:28])[C:22]([C:23]([O:25][CH2:26][CH3:27])=[O:24])=[C:16]2[S:17][CH:18]=1. Conditions: time 23 hour. Reported procedure: Acetone (235 mL) was added to ethyl 3-{[4-(2,6-dimethoxy-4-(methoxymethyl)phenyl]-2-thioxo-1,3-thiazole-3(2H)-yl]-amino}-3-oxopropanoate (11.7 g, 27.6 mmol), and then iodomethane (17.1 mL, 276 mmol) was added dropwise at room temperature and the mixture was stirred for 23 hours. The solvent in the filtrate was distilled off under reduced pressure. To the obtained residue were added tert-butanol (235 mL) and potassium tert-butoxide in that order, and the mixture was stirred at room temperature fo... Yields the product COC1=C(C(=CC(=C1)COC)OC)C=1N2C(SC1)=C(C(=N2)O)C(=O)OCC (Ethyl 3-[2,6-dimethoxy-4-(methoxymethyl)phenyl]-6-hydroxypyrazolo[5,1-b][1,3]thiazole-7-carboxylate). The reactants are COC1=C(C(=CC(=C1)COC)OC)C=1N(C(SC1)=S)NC(CC(=O)OCC)=O (ethyl 3-{[4-(2,6-dimethoxy-4-(methoxymethyl)phenyl]-2-thioxo-1,3-thiazole-3(2H)-yl]-amino}-3-oxopropanoate), IC (iodomethane). Starting materials: aqueous solution, C[N+]1(CCOCC1)[O-] (N-methylmorpholine-N-oxide), aqueous solution, S(=S)(=O)([O-])[O-].[Na+].[Na+] (sodium thiosulfate), CC(=O)C (acetone), C(C1=CC=CC=C1)C=1C=C(C=CC1)N1CC=CC1 (1-(3-benzylphenyl)-2,5-dihydropyrrole). The reagents and catalysts are [Os](=O)(=O)(=O)=O (osmium tetroxide). The solvent is C(C)(C)(C)O (t-butanol), O (water). Conditions: time 8 hour. Product: C(C1=CC=CC=C1)C=1C=C(C=CC1)N1C[C@H]([C@H](C1)O)O ((3R,4S)-1-(3-Benzylphenyl)-3,4-dihydroxypyrrolidine). As a reaction SMILES: [CH3:1][C:2]([CH3:4])=[O:3].[CH2:5]([C:12]1[CH:13]=[C:14]([N:18]2[CH2:22]C=CC2)[CH:15]=[CH:16][CH:17]=1)[C:6]1[CH:11]=[CH:10][CH:9]=[CH:8][CH:7]=1.C[N+]1([O-])CC[O:27]CC1.S([O-])([O-])(=O)=S.[Na+].[Na+]>[Os](=O)(=O)(=O)=O.C(O)(C)(C)C.O>[CH2:5]([C:12]1[CH:13]=[C:14]([N:18]2[CH2:4][C@H:2]([OH:3])[C@H:1]([OH:27])[CH2:22]2)[CH:15]=[CH:16][CH:17]=1)[C:6]1[CH:11]=[CH:10][CH:9]=[CH:8][CH:7]=1 |f:3.4.5|. Reported procedure: While stirring 20 ml of an acetone solution of 2.1 g of 1-(3-benzylphenyl)-2,5-dihydropyrrole on an ice bath, 2.2 ml of a 50% aqueous solution of N-methylmorpholine-N-oxide, 4 ml of water and 0.5 ml of a 2.5% t-butanol solution of osmium tetroxide were successively added thereto, followed by stirring as it was at room temperature overnight. After adding 2 ml of a 1 M aqueous solution of sodium thiosulfate, the reaction mixture was extracted with ethyl acetate-water. The organic layer was washed ... The reactants are CS(=O)(=O)C1=CC=C(C=C1)C1=C(C(CC1)=O)OC1=CC=CC=C1 (3-(4-(Methylsulfonyl)phenyl)-2-phenoxycyclopent-2-enone), C1CCC2=NCCCN2CC1 (DBU). Run in CO (methanol). Conditions: temperature 60 celsius. Product: CSC1=CC=C(C=C1)C1=C(C(CC1)=O)OC1=CC=CC=C1 (3-(4-(Methylthio)phenyl)-2-phenoxycyclopent-2-enone). As a reaction SMILES: [CH3:1][S:2]([C:5]1[CH:10]=[CH:9][C:8]([C:11]2[CH2:15][CH2:14][C:13](=[O:16])[C:12]=2[O:17][C:18]2[CH:23]=[CH:22][CH:21]=[CH:20][CH:19]=2)=[CH:7][CH:6]=1)(=O)=O.C1CCN2C(=NCCC2)CC1>CO>[CH3:1][S:2][C:5]1[CH:6]=[CH:7][C:8]([C:11]2[CH2:15][CH2:14][C:13](=[O:16])[C:12]=2[O:17][C:18]2[CH:23]=[CH:22][CH:21]=[CH:20][CH:19]=2)=[CH:9][CH:10]=1. Procedure details: To the diketone of Step 1 (120 mg) in methanol (80 mL) was added DBU (0.1 mL). The resulting mixture was heated at 60° C. for 18 h. The methanol was then evaporated and to the crude mixture was added saturated aqueous ammonium chloride, the mixture was then extracted with EtOAc, the organic layer was dried over MgSO4, filtered, and the solvent evaporated under vacuum. The residue was purified by silica gel chromatography (20% EtOAc/hexane) to afford the title compound.